From a dataset of the Open Reaction Database (ORD), a public repository of structured organic reaction records. describe an organic reaction: reactants, conditions, products, and yield Starting materials: CC(=O)CC(C)C, CN(C(=O)CO)C1=CCCCC1, Clc1nc(C(Cl)(Cl)Cl)ns1, [Li+], [OH-], O, O. The product is CN(C(=O)COc1nc(C(Cl)(Cl)Cl)ns1)C1=CCCCC1. Reaction SMILES: [CH2:27]([C:28]([CH3:29])=[O:30])[CH:31]([CH3:32])[CH3:33].[CH3:14][N:15]([C:16]([CH2:17][OH:18])=[O:19])[C:20]1=[CH:21][CH2:22][CH2:23][CH2:24][CH2:25]1.[Cl:4][C:5]([c:6]1[n:7][s:8][c:9]([Cl:11])[n:10]1)([Cl:12])[Cl:13].[Li+:3].[OH-:2].[OH2:1].[OH2:26]>>[Cl:4][C:5]([c:6]1[n:7][s:8][c:9]([O:18][CH2:17][C:16]([N:15]([CH3:14])[C:20]2=[CH:21][CH2:22][CH2:23][CH2:24][CH2:25]2)=[O:19])[n:10]1)([Cl:12])[Cl:13]. Reactants: O=C(NCC1CC(c2ccc(Br)cc2)=NO1)c1ccc(Cl)s1, Cc1ccccc1, CCCC[Sn](CCCC)(CCCC)c1ccccn1. Yields the product O=C(NCC1CC(c2ccc(-c3ccccn3)cc2)=NO1)c1ccc(Cl)s1. Reaction SMILES: [Br:1][c:2]1[cH:3][cH:4][c:5]([C:8]2=[N:9][O:10][CH:11]([CH2:13][NH:14][C:15](=[O:16])[c:17]3[s:18][c:19]([Cl:22])[cH:20][cH:21]3)[CH2:12]2)[cH:6][cH:7]1.[CH3:42][c:43]1[cH:44][cH:45][cH:46][cH:47][cH:48]1.[n:23]1[c:24]([Sn:29]([CH2:30][CH2:31][CH2:32][CH3:33])([CH2:34][CH2:35][CH2:36][CH3:37])[CH2:38][CH2:39][CH2:40][CH3:41])[cH:25][cH:26][cH:27][cH:28]1>>[c:2]1(-[c:24]2[n:23][cH:28][cH:27][cH:26][cH:25]2)[cH:3][cH:4][c:5]([C:8]2=[N:9][O:10][CH:11]([CH2:13][NH:14][C:15](=[O:16])[c:17]3[s:18][c:19]([Cl:22])[cH:20][cH:21]3)[CH2:12]2)[cH:6][cH:7]1. The reactants are ClCC=1N=C(OC1C1=CC=CC=C1)C1CCN(CC1)C(C)=O (1-[4-(4-chloromethyl-5-phenyl-oxazol-2-yl)-piperidin-1-yl]-ethanone), C(C(C)C)O (isobutyl alcohol), C[Si](C)(C)[N-][Si](C)(C)C.[Na+] (sodium bis(trimethylsilyl)amide), solution. The solvent is C1CCOC1 (THF), C1CCOC1 (THF), C1CCOC1 (THF). Run at temperature 23 celsius, time 1 hour. The product is C(C(C)C)OCC=1N=C(OC1C1=CC=CC=C1)C1CCN(CC1)C(C)=O (1-[4-(4-Isobutoxymethyl-5-phenyl-oxazol-2-yl)-piperidin-1-yl]-ethanone). As a reaction SMILES: [CH2:1]([OH:5])[CH:2]([CH3:4])[CH3:3].C[Si]([N-][Si](C)(C)C)(C)C.[Na+].Cl[CH2:17][C:18]1[N:19]=[C:20]([CH:29]2[CH2:34][CH2:33][N:32]([C:35](=[O:37])[CH3:36])[CH2:31][CH2:30]2)[O:21][C:22]=1[C:23]1[CH:28]=[CH:27][CH:26]=[CH:25][CH:24]=1>C1COCC1>[CH2:1]([O:5][CH2:17][C:18]1[N:19]=[C:20]([CH:29]2[CH2:34][CH2:33][N:32]([C:35](=[O:37])[CH3:36])[CH2:31][CH2:30]2)[O:21][C:22]=1[C:23]1[CH:28]=[CH:27][CH:26]=[CH:25][CH:24]=1)[CH:2]([CH3:4])[CH3:3] |f:1.2|. Procedure details: A solution of isobutyl alcohol (0.54 mL, 5.8 mmol) in THF (5 mL) is cooled to 0° C. and treated with sodium bis(trimethylsilyl)amide (5.8 mL of a 1 M solution in THF, 5.8 mmol) and stirred for 1 h. A solution of 1-[4-(4-chloromethyl-5-phenyl-oxazol-2-yl)-piperidin-1-yl]-ethanone (1.69 g, 5.3 mmol), prepared as in Part B, in THF (30 mL) is added dropwise, and the mixture is allowed to warm to 23° C., and stirred for 18 h. The reaction mixture is partitioned between EtOAc (150 mL) and H2O (75 mL),... Starting materials: O=C([O-])[O-], CC(C)=O, Cl, O=C(Nc1cc(O)c(Cl)cc1F)OCc1ccccc1, [K+], [K+], Cc1ccc(S(=O)(=O)OC2CCCC2)cc1. The product is O=C(Nc1cc(OC2CCCC2)c(Cl)cc1F)OCc1ccccc1. RXN SMILES: [C:21](=[O:22])([O-:23])[O-:24].[CH3:44][C:45](=[O:46])[CH3:47].[ClH:43].[F:1][c:2]1[c:3]([NH:10][C:11]([O:12][CH2:13][c:14]2[cH:15][cH:16][cH:17][cH:18][cH:19]2)=[O:20])[cH:4][c:5]([OH:9])[c:6]([Cl:8])[cH:7]1.[K+:25].[K+:26].[c:27]1([CH3:28])[cH:29][cH:30][c:31]([S:32]([O:33][CH:37]2[CH2:38][CH2:39][CH2:40][CH2:41]2)(=[O:34])=[O:35])[cH:36][cH:42]1>>[F:1][c:2]1[c:3]([NH:10][C:11]([O:12][CH2:13][c:14]2[cH:15][cH:16][cH:17][cH:18][cH:19]2)=[O:20])[cH:4][c:5]([O:9][CH:37]2[CH2:38][CH2:39][CH2:40][CH2:41]2)[c:6]([Cl:8])[cH:7]1. Reactants: ClC=1C=C(C=CC1)N1C(N(C2=C1C=CC=C2)C(=C)C)=O (1-(3-chlorophenyl)-1,3-dihydro-3-(1-methylethenyl)-2H-benzimidazol-2-one), CC(C)N1C(N(C2=C1C=CC=C2)C2CCNCC2)=O (1-(1-methylethyl)-3-(4-piperidinyl)-2H-benzimidazol-2-one), C([O-])([O-])=O.[Na+].[Na+] (sodium carbonate), [I-].[K+] (potassium iodide). Solvent: CC(CC(C)=O)C (4-methyl-2-pentanone), O (water). Yields the product O=C1NC2=C(N1CCCN1CCC(CC1)N1C(N(C3=C1C=CC=C3)C(C)C)=O)C=CC=C2 (1-{1-[3-(2,3-dihydro-2-oxo-1H-benzimidazol-1-yl)propyl]-4-piperidinyl}-1,3-dihydro-3-(1-methylethyl)-2H-benzimidazol-2-one). Yield: 64.0%. As a reaction SMILES: Cl[C:2]1[CH:3]=[C:4]([N:8]2[C:12]3[CH:13]=[CH:14][CH:15]=[CH:16][C:11]=3[N:10](C(C)=C)[C:9]2=[O:20])C=CC=1.[CH3:21][CH:22]([N:24]1[C:28]2[CH:29]=[CH:30][CH:31]=[CH:32][C:27]=2[N:26]([CH:33]2[CH2:38][CH2:37][NH:36][CH2:35][CH2:34]2)[C:25]1=[O:39])[CH3:23].C(=O)([O-])[O-].[Na+].[Na+].[I-].[K+]>O.CC(C)CC(=O)C>[O:20]=[C:9]1[N:8]([CH2:4][CH2:3][CH2:2][N:36]2[CH2:37][CH2:38][CH:33]([N:26]3[C:27]4[CH:32]=[CH:31][CH:30]=[CH:29][C:28]=4[N:24]([CH:22]([CH3:21])[CH3:23])[C:25]3=[O:39])[CH2:34][CH2:35]2)[C:12]2[CH:13]=[CH:14][CH:15]=[CH:16][C:11]=2[NH:10]1 |f:2.3.4,5.6|. Procedure details: A mixture of 4.15 parts of 1-(3-chlorophenyl)-1,3-dihydro-3-(1-methylethenyl)-2H-benzimidazol-2-one, 3.9 parts of 1-(1-methylethyl)-3-(4-piperidinyl)-2H-benzimidazol-2-one, 3.2 parts of sodium carbonate, 0.1 parts of potassium iodide and 120 parts of 4-methyl-2-pentanone is stirred and refluxed overnight. The reaction mixture is cooled to room temperature, water is added and the layers are separated. The organic phase is dried, filtered and evaporated. The residue is stirred for 30 minutes with ... Reactants: BrC=1C=C(C(=NC1)N)C (5-bromo-3-methylpyridin-2-amine), [H-].[Na+] (NaH), [Na+].[Cl-] (NaCl), IC (Iodomethane). Run in CCOC(=O)C (EtOAc), C1CCOC1 (THF), CCOC(=O)C (EtOAc), Petroleum ether. Run at time 0.5 hour. The product is BrC=1C=C(C(=NC1)NC)C (5-bromo-N,3-dimethylpyridin-2-amine). Isolated yield 57.2%. RXN SMILES: [Br:1][C:2]1[CH:3]=[C:4]([CH3:9])[C:5]([NH2:8])=[N:6][CH:7]=1.[H-].[Na+].I[CH3:13].[Na+].[Cl-]>C1COCC1.CCOC(C)=O>[Br:1][C:2]1[CH:3]=[C:4]([CH3:9])[C:5]([NH:8][CH3:13])=[N:6][CH:7]=1 |f:1.2,4.5|. Procedure: To a solution of 5-bromo-3-methylpyridin-2-amine (B-4-1) (3.7 g, 0.02 mol) in THF (50 mL) was added portionwise NaH (0.8 g, 0.02 mol) at 0° C. After the addition, the mixture was stirred at room temperature for about 0.5 hr, and cooled to 0° C. again. Iodomethane (2.8 g, 0.02 mol) was added slowly. The resulting mixture was allowed to rise to room temperature and stirred for 1 hr. TLC (EtOAc: Petroleum ether=1:4) showed that the reaction was complete. Saturated aqueous NaCl (10 mL) and EtOAc (10...